From a dataset of the Open Reaction Database (ORD), a public repository of structured organic reaction records. describe an organic reaction: reactants, conditions, products, and yield Starting materials: C(C(C)(C)C)(=O)OC[C@@H](O)C1=C(C=C(C=C1C)[N+](=O)[O-])Br ((S)-2-(2-Bromo-6-methyl-4-nitrophenyl)-2-hydroxyethyl pivalate), HClO4, C(=O)(O)[O-].[Na+] (NaHCO3). Solvent: C(C)(C)(C)OC(=O)C (t-BuOAc). Run at temperature 0 celsius, time 5 minute. Product: C(C(C)(C)C)(=O)OC[C@@H](OC(C)(C)C)C1=C(C=C(C=C1C)[N+](=O)[O-])Br ((S)-2-(2-Bromo-6-methyl-4-nitrophenyl)-2-tert-butoxyethyl pivalate). Isolated yield 124.1%. RXN SMILES: [C:1]([O:7][CH2:8][C@H:9]([C:11]1[C:16]([CH3:17])=[CH:15][C:14]([N+:18]([O-:20])=[O:19])=[CH:13][C:12]=1[Br:21])[OH:10])(=[O:6])[C:2]([CH3:5])([CH3:4])[CH3:3].C([O-])(O)=O.[Na+]>C(OC(C)=O)(C)(C)C>[C:1]([O:7][CH2:8][C@H:9]([C:11]1[C:16]([CH3:17])=[CH:15][C:14]([N+:18]([O-:20])=[O:19])=[CH:13][C:12]=1[Br:21])[O:10][C:2]([CH3:4])([CH3:3])[CH3:1])(=[O:6])[C:2]([CH3:5])([CH3:4])[CH3:3] |f:1.2|. Procedure: To a solution of (S)-2-(2-Bromo-6-methyl-4-nitrophenyl)-2-hydroxyethyl pivalate (13 g, 0.036 mol) in t-BuOAc (300 mL) at 0° C. was added HClO4 (20.7 g, 0.144 mol) slowly. The solution was stirred at 0° C. for 5 min, then warmed to room temperature and stirred at this temperature for 1.5 h. The solution was alkalized by saturated aqueous NaHCO3 until the pH of solution >8. The mixture was extracted with EtOAc (3×1 L). The combined organic layers were dried over anhydrous Na2SO4, filtered, concent... Starting materials: C(C)N1C=C(C(C2=CC(=C(C(=C12)OC(F)F)F)F)=O)C(=O)O (1-ethyl-6,7-difluoro-8-difluoromethoxy-1,4-dihydro-4-oxoquinoline-3-carboxylic acid), CC1NCCNC1 (2methylpiperazine). The solvent is N1=CC=CC=C1 (pyridine). Reaction conditions: time 2 hour. Product: C(C)N1C=C(C(C2=CC(=C(C(=C12)OC(F)F)N1CC(NCC1)C)F)=O)C(=O)O (1-ethyl-6-fluoro-8-difluoromethoxy-7-(3-methylpiperazin-1-Yl)-1,4-dihydro-4-oxoquinoline-3-carboxylic acid). Isolated yield 80.9%. As a reaction SMILES: [CH2:1]([N:3]1[C:12]2[C:7](=[CH:8][C:9]([F:18])=[C:10](F)[C:11]=2[O:13][CH:14]([F:16])[F:15])[C:6](=[O:19])[C:5]([C:20]([OH:22])=[O:21])=[CH:4]1)[CH3:2].[CH3:23][CH:24]1[CH2:29][NH:28][CH2:27][CH2:26][NH:25]1>N1C=CC=CC=1>[CH2:1]([N:3]1[C:12]2[C:7](=[CH:8][C:9]([F:18])=[C:10]([N:28]3[CH2:27][CH2:26][NH:25][CH:24]([CH3:23])[CH2:29]3)[C:11]=2[O:13][CH:14]([F:16])[F:15])[C:6](=[O:19])[C:5]([C:20]([OH:22])=[O:21])=[CH:4]1)[CH3:2]. Procedure details: In 60 ml of pyridine were dissolved 3.19 g (0.01 mole) of 1-ethyl-6,7-difluoro-8-difluoromethoxy-1,4-dihydro-4-oxoquinoline-3-carboxylic acid and 3.0 g (0.03 mole) of 2methylpiperazine, and the mixture was stirred at 105° to 110° C. for 2 hours. Then, the solvent was removed under reduced pressure. Water was added to the residue, and crystals precipitated were collected by filtration, washed with water and ethanol, and dried to obtain 3.23 g of 1-ethyl-6-fluoro-8-difluoromethoxy-7-(3-methylpiper... Procedure: A mixture of 4-methyl-2-(methyl-phenyl-amino)-thiazole-5-carboxylic acid ethyl ester (3.32 g, 12.0 mmol), N-bromosuccinimide (2.35 g, 13.2 mol) and benzoyl peroxide (291 mg, 1.2 mmol) in carbon tetrachloride (45 mL) was refluxed for 17 h before it was cooled to room temperature and partitioned between dichloromethane and water. The organic layer was washed with saturated aqueous sodium bicarbonate solution, brine, dried over anhydrous sodium sulfate and concentrated in vacuo. The residue was pur... Starting materials: C(C)OC(=O)C1=C(N=C(S1)N(C1=CC=CC=C1)C)C (4-methyl-2-(methyl-phenyl-amino)-thiazole-5-carboxylic acid ethyl ester), BrN1C(CCC1=O)=O (N-bromosuccinimide), C(C1=CC=CC=C1)(=O)OOC(C1=CC=CC=C1)=O (benzoyl peroxide). The solvent is C(Cl)(Cl)(Cl)Cl (carbon tetrachloride). RXN SMILES: [CH2:1]([O:3][C:4]([C:6]1[S:10][C:9]([N:11]([CH3:18])[C:12]2[CH:17]=[CH:16][CH:15]=[CH:14][CH:13]=2)=[N:8][C:7]=1[CH3:19])=[O:5])[CH3:2].[Br:20]N1C(=O)CCC1=O.C(OOC(=O)C1C=CC=CC=1)(=O)C1C=CC=CC=1>C(Cl)(Cl)(Cl)Cl>[CH2:1]([O:3][C:4]([C:6]1[S:10][C:9]([N:11]([CH3:18])[C:12]2[CH:17]=[CH:16][CH:15]=[CH:14][CH:13]=2)=[N:8][C:7]=1[CH2:19][Br:20])=[O:5])[CH3:2]. Product: C(C)OC(=O)C1=C(N=C(S1)N(C1=CC=CC=C1)C)CBr (4-Bromomethyl-2-(methyl-phenyl-amino)-thiazole-5-carboxylic acid ethyl ester). Reactants: amine, ClCCCI (3-chloro-l-iodopropane), formula III, CN(C)CCCC#N (4-(N,N-dimethylamino)butyronitrile). The product is CN(C)CCC(C#N)CCCCl (2-[2-(N,N-dimethylamino) ethyl]-5-chloropentanenitrile). RXN SMILES: [CH3:1][N:2]([CH2:4][CH2:5][CH2:6][C:7]#[N:8])[CH3:3].[Cl:9][CH2:10][CH2:11][CH2:12]I>>[CH3:1][N:2]([CH2:4][CH2:5][CH:6]([CH2:12][CH2:11][CH2:10][Cl:9])[C:7]#[N:8])[CH3:3]. Reported procedure: The amine of formula III, when n is equal to 3, p equal to 2 and q equal to zero, is prepared from 4-(N,N-dimethylamino)butyronitrile. This compound is condensed with 3-chloro-l-iodopropane to form 2-[2-(N,N-dimethylamino) ethyl]-5-chloropentanenitrile which, after cyclization, gives 4-cyano-l-methylperhydroazepine. From this compound and using conventional methods, the expected amine is obtained. The reactants are CO, O=C(NCC(=O)N1CCN(C(=O)c2ccccc2C(F)(F)F)CC1)c1ccc([N+](=O)[O-])cc1. Yields the product Nc1ccc(C(=O)NCC(=O)N2CCN(C(=O)c3ccccc3C(F)(F)F)CC2)cc1. RXN SMILES: [CH3:34][OH:35].[N+:1]([O-:2])(=[O:3])[c:4]1[cH:5][cH:6][c:7]([C:8](=[O:9])[NH:10][CH2:11][C:12]([N:13]2[CH2:14][CH2:15][N:16]([C:19]([c:20]3[c:21]([C:26]([F:27])([F:28])[F:29])[cH:22][cH:23][cH:24][cH:25]3)=[O:30])[CH2:17][CH2:18]2)=[O:31])[cH:32][cH:33]1>>[NH2:1][c:4]1[cH:5][cH:6][c:7]([C:8](=[O:9])[NH:10][CH2:11][C:12]([N:13]2[CH2:14][CH2:15][N:16]([C:19]([c:20]3[c:21]([C:26]([F:27])([F:28])[F:29])[cH:22][cH:23][cH:24][cH:25]3)=[O:30])[CH2:17][CH2:18]2)=[O:31])[cH:32][cH:33]1.